This data is from the Open Reaction Database (ORD), a public repository of structured organic reaction records. The task is: describe an organic reaction: reactants, conditions, products, and yield Starting materials: CI, CN(C)C=O, [H-], [Na+], O, CC1CC(O)CN1c1ccc(C#N)c2ccccc12. Product: COC1CC(C)N(c2ccc(C#N)c3ccccc23)C1. Reaction SMILES: [CH3:22][I:23].[CH3:25][N:26]([CH3:27])[CH:28]=[O:29].[H-:20].[Na+:21].[OH2:24].[OH:1][CH:2]1[CH2:3][CH:4]([CH3:19])[N:5]([c:7]2[cH:8][cH:9][c:10]([C:17]#[N:18])[c:11]3[cH:12][cH:13][cH:14][cH:15][c:16]23)[CH2:6]1>>[O:1]([CH:2]1[CH2:3][CH:4]([CH3:19])[N:5]([c:7]2[cH:8][cH:9][c:10]([C:17]#[N:18])[c:11]3[cH:12][cH:13][cH:14][cH:15][c:16]23)[CH2:6]1)[CH3:22]. Starting materials: CCOC(=O)c1ccc(CN(C)C)o1, NCCN. Product: CN(C)Cc1ccc(C(=O)NCCN)o1. Reaction SMILES: [CH3:1][N:2]([CH3:3])[CH2:4][c:5]1[cH:6][cH:7][c:8]([C:10]([O:12][CH2:11][CH3:13])=[O:14])[o:9]1.[NH2:15][CH2:16][CH2:17][NH2:18]>>[CH3:1][N:2]([CH3:3])[CH2:4][c:5]1[cH:6][cH:7][c:8]([C:10](=[O:12])[NH:15][CH2:16][CH2:17][NH2:18])[o:9]1. The reactants are CC1=CC=CC(=N1)CCOC1=CC=C(C=O)C=C1 (4-[2-(6-methyl-2-pyridyl)ethoxy]benzaldehyde), S1C(NC(C1)=O)=O (2,4-thiazolidinedione), C(C)O (ethanol), N1CCCCC1 (piperidine), ice water. The solvent is C(C)(=O)O (acetic acid). Yields the product CC1=CC=CC(=N1)CCOC1=CC=C(C=C2C(NC(S2)=O)=O)C=C1 (5-{4-[2-(6-methyl-2-pyridyl)ethoxy]benzylidene}-2,4-thiazolidinedione). Reaction SMILES: [CH3:1][C:2]1[N:7]=[C:6]([CH2:8][CH2:9][O:10][C:11]2[CH:18]=[CH:17][C:14]([CH:15]=O)=[CH:13][CH:12]=2)[CH:5]=[CH:4][CH:3]=1.[S:19]1[CH2:23][C:22](=[O:24])[NH:21][C:20]1=[O:25].C(O)C.N1CCCCC1>C(O)(=O)C>[CH3:1][C:2]1[N:7]=[C:6]([CH2:8][CH2:9][O:10][C:11]2[CH:18]=[CH:17][C:14]([CH:15]=[C:23]3[S:19][C:20](=[O:25])[NH:21][C:22]3=[O:24])=[CH:13][CH:12]=2)[CH:5]=[CH:4][CH:3]=1. Procedure details: A mixture of 4-[2-(6-methyl-2-pyridyl)ethoxy]benzaldehyde (1.21 g), 2,4-thiazolidinedione (0.59 g), ethanol (50 ml) and piperidine (0.33 g) was heated under reflux for 16 hours. The reaction mixture was poured into ice-water and acidified with acetic acid. The resulting crystals were collected by filtration to give 5-{4-[2-(6-methyl-2-pyridyl)ethoxy]benzylidene}-2,4-thiazolidinedione. Yield: 1.34 g (78.5%). Recrystallization from methanol gave pale yellow prisms. m.p.: 180.5°-182° C.